The task is: describe an organic reaction: reactants, conditions, products, and yield. This data is from the Open Reaction Database (ORD), a public repository of structured organic reaction records. The reactants are BrC=1C(=NC2=CC=C(C=C2N1)C(=O)OC)C1=CC=CC=C1 (methyl 3-bromo-2-phenylquinoxaline-6-carboxylate), C1(=CC=CC=C1)C1CCNCC1 (4-phenylpiperidine), CCN(C(C)C)C(C)C (DIEA). Solvent: CN(C=O)C (N,N-dimethylformamide). Run at temperature 100 celsius, time 8 hour. Product: C1(=CC=CC=C1)C1=NC2=CC=C(C=C2N=C1N1CCC(CC1)C1=CC=CC=C1)C(=O)OC (Methyl 2-phenyl-3-(4-phenylpiperidin-1-yl)quinoxaline-6-carboxylate). Reaction SMILES: Br[C:2]1[C:3]([C:16]2[CH:21]=[CH:20][CH:19]=[CH:18][CH:17]=2)=[N:4][C:5]2[C:10]([N:11]=1)=[CH:9][C:8]([C:12]([O:14][CH3:15])=[O:13])=[CH:7][CH:6]=2.[C:22]1([CH:28]2[CH2:33][CH2:32][NH:31][CH2:30][CH2:29]2)[CH:27]=[CH:26][CH:25]=[CH:24][CH:23]=1.CCN(C(C)C)C(C)C>CN(C)C=O>[C:16]1([C:3]2[C:2]([N:31]3[CH2:32][CH2:33][CH:28]([C:22]4[CH:27]=[CH:26][CH:25]=[CH:24][CH:23]=4)[CH2:29][CH2:30]3)=[N:11][C:10]3[C:5](=[CH:6][CH:7]=[C:8]([C:12]([O:14][CH3:15])=[O:13])[CH:9]=3)[N:4]=2)[CH:21]=[CH:20][CH:19]=[CH:18][CH:17]=1. Procedure: Into a 8-mL sealed tube, was placed methyl 3-bromo-2-phenylquinoxaline-6-carboxylate (150 mg, 0.44 mmol, 1.00 equiv), 4-phenylpiperidine (141.68 mg, 0.88 mmol, 2.00 equiv), DIEA (170.3 mg, 1.32 mmol, 3.00 equiv), N,N-dimethylformamide (4 mL). The resulting solution was stirred overnight at 100° C. in an oil bath. The resulting mixture was concentrated under vacuum. The residue was applied onto a silica gel column with PE/EA (100:1). This resulted in 92.9 mg (49%) of methyl 2-phenyl-3-(4-phenylpi... Reactants: OC1OC2=CC=C(C=C2C(C1)C1=CC=CC=C1)CO ((2-Hydroxy-4-phenyl-3,4-dihydro-2H-chromen-6-yl)methanol), C(C)(C)NC(C)C (Diisopropylamine). The solvent is CO (methanol). Reaction conditions: time 1 hour. Product: C(C)(C)N(CCC(C1=CC=CC=C1)C1=C(C=CC(=C1)CO)O)C(C)C (2-[3-(diisopropylamino)-1-phenylpropyl]-4-(hydroxymethyl)phenol). As a reaction SMILES: O[CH:2]1[CH2:11][CH:10]([C:12]2[CH:17]=[CH:16][CH:15]=[CH:14][CH:13]=2)[C:9]2[C:4](=[CH:5][CH:6]=[C:7]([CH2:18][OH:19])[CH:8]=2)[O:3]1.[CH:20]([NH:23][CH:24]([CH3:26])[CH3:25])([CH3:22])[CH3:21]>CO>[CH:20]([N:23]([CH:24]([CH3:26])[CH3:25])[CH2:2][CH2:11][CH:10]([C:9]1[CH:8]=[C:7]([CH2:18][OH:19])[CH:6]=[CH:5][C:4]=1[OH:3])[C:12]1[CH:17]=[CH:16][CH:15]=[CH:14][CH:13]=1)([CH3:22])[CH3:21]. Procedure details: (2-Hydroxy-4-phenyl-3,4-dihydro-2H-chromen-6-yl)methanol (Example 13, 830 g, 3.24 mol, 1.0 eq) was stirred in methanol (4150 mL, 5.0 mL/g). Diisopropylamine (1362 mL, 9.72 mol, 3.0 eq) was then added over 15 minutes via dropping funnel. The resulting solution was then stirred for one hour under nitrogen. Reactants: C1=C(C=CC2=CC=CC=C12)COC=1C=C(C=CC1)C#CCCCC(=O)O (6-[3-(naphthalen-2-ylmethoxy)-phenyl]-hex-5-ynoic acid), [H][H] (hydrogen). The reagents and catalysts are [Pd] (Pd/C). Run in CO (methanol). Conditions: time 8 hour. The product is C1=C(C=CC2=CC=CC=C12)COC=1C=C(C=CC1)CCCCCC(=O)O (6-[3-(Naphthalen-2-ylmethoxy)-phenyl]-hexanoic Acid). RXN SMILES: [CH:1]1[C:10]2[C:5](=[CH:6][CH:7]=[CH:8][CH:9]=2)[CH:4]=[CH:3][C:2]=1[CH2:11][O:12][C:13]1[CH:14]=[C:15]([C:19]#[C:20][CH2:21][CH2:22][CH2:23][C:24]([OH:26])=[O:25])[CH:16]=[CH:17][CH:18]=1.[H][H]>CO.[Pd]>[CH:1]1[C:10]2[C:5](=[CH:6][CH:7]=[CH:8][CH:9]=2)[CH:4]=[CH:3][C:2]=1[CH2:11][O:12][C:13]1[CH:14]=[C:15]([CH2:19][CH2:20][CH2:21][CH2:22][CH2:23][C:24]([OH:26])=[O:25])[CH:16]=[CH:17][CH:18]=1. Procedure details: To a solution of 6-[3-(naphthalen-2-ylmethoxy)-phenyl]-hex-5-ynoic acid (0.54 g, 1.4 mmol) in methanol (15 mL) is added 10% Pd/C (0.10 g) and this mixture is placed on a Parr apparatus and pressurized to 43 psi with hydrogen. This reaction is allowed to shake overnight. The reaction is filtered and the solvent removed in vacuo. The residue is purified by flash chromatography (silica, 5% methanol in dichloromethane) to give the title compound. 1H NMR (300 MHz, CDCl3) δ 7.83-7.89 (m, 4H), 7.46-7.5... Starting materials: C(C1=CC=CC=C1)OC(=O)N1C(CCC1)CC1=CNC2=CC=CC=C12 (3-(N-benzyloxycarbonylpyrrolidin-2-ylmethyl)-1H-indole). The reagents and catalysts are [Pd] (palladium on carbon). Run in C(C)O (ethanol). Run at time 14 hour. The product is C=O (methanon), [OH-].[NH4+] (ammonium hydroxide), N1C(CCC1)CC1=CNC2=CC=CC=C12 (3-(pyrrolidin-2-ylmethyl)-1H-indole). RXN SMILES: [CH2:1]([O:8]C([N:11]1[CH2:15][CH2:14][CH2:13][CH:12]1[CH2:16][C:17]1[C:25]2[C:20](=[CH:21][CH:22]=[CH:23][CH:24]=2)[NH:19][CH:18]=1)=O)C1C=CC=CC=1>[Pd].C(O)C>[CH2:1]=[O:8].[OH-:8].[NH4+:11].[NH:11]1[CH2:15][CH2:14][CH2:13][CH:12]1[CH2:16][C:17]1[C:25]2[C:20](=[CH:21][CH:22]=[CH:23][CH:24]=2)[NH:19][CH:18]=1 |f:4.5|. Procedure details: A mixture of the 3-(N-benzyloxycarbonylpyrrolidin-2-ylmethyl)-1H-indole (2.00 mmol) and 10% palladium on carbon (0.20 g) in absolute ethanol (15 mL) is shaken under a hydrogen atmosphere (3 atm) for 4 to 24 hours, depending on substrate. The resulting reaction mixture is filtered through diatomaceous earth, and the filtrate is evaporated under reduced pressure. The residue is column chromatographed using silica gel (approximately 50 g) and elution with a solution of methylene chloride:methanon:a... Reactants: amine, TEA, C(=O)(OC(C)(C)C)OC(=O)OC(C)(C)C (di-tert-butyl dicarbonate). Run in C(Cl)Cl (DCM). Reaction conditions: time 8 hour. Product: CC(C)(C)OC(=O)OC(=O)OC(C)(C)C.C(C)(C)(C)OC(=O)OC(=O)OC(C)(C)C (Boc2O Di-tert-butyldicarbonate). As a reaction SMILES: [C:1]([O:8][C:9]([O:11][C:12]([CH3:15])([CH3:14])[CH3:13])=[O:10])([O:3][C:4]([CH3:7])([CH3:6])[CH3:5])=[O:2]>C(Cl)Cl>[CH3:7][C:4]([O:3][C:1]([O:8][C:9]([O:11][C:12]([CH3:15])([CH3:14])[CH3:13])=[O:10])=[O:2])([CH3:5])[CH3:6].[C:12]([O:11][C:9]([O:8][C:1]([O:3][C:4]([CH3:7])([CH3:6])[CH3:5])=[O:2])=[O:10])([CH3:15])([CH3:14])[CH3:13] |f:2.3|. Reported procedure: To a stirred solution of amine (1.0 eq), TEA (2 eq) in DCM (25 vol) was added di-tert-butyl dicarbonate, (1.1 eq). The mixture was stirred overnight at ambient temperature. The mixture was concentrated in vacuo and purified by FCC eluting with EtOAc:Heptane, 1:3. Reactants: NC1=NC(=NC(=N1)Cl)C (2-amino-4-chloro-methyl-1,3,5-triazine), C(=O)([O-])[O-].[K+].[K+] (K2CO3), CC=1C=C(C=CC1)CCC(C1CCC1)N (3-(3-methylphenyl)-1-cyclobutyl-1-propylamine). Run in C(C)#N (acetonitrile), C(C)#N (acetonitrile). Yields the product NC1=NC(=NC(=N1)NC(CCC1=CC(=CC=C1)C)C1CCC1)C (2-Amino-6-methyl-4-[3-(3-methylphenyl)-1-cyclobutyl-1-propylamino]1,3,5-triazine). RXN SMILES: [NH2:1][C:2]1[N:7]=[C:6](Cl)[N:5]=[C:4]([CH3:9])[N:3]=1.C([O-])([O-])=O.[K+].[K+].[CH3:16][C:17]1[CH:18]=[C:19]([CH2:23][CH2:24][CH:25]([NH2:30])[CH:26]2[CH2:29][CH2:28][CH2:27]2)[CH:20]=[CH:21][CH:22]=1>C(#N)C>[NH2:1][C:2]1[N:7]=[C:6]([NH:30][CH:25]([CH:26]2[CH2:29][CH2:28][CH2:27]2)[CH2:24][CH2:23][C:19]2[CH:20]=[CH:21][CH:22]=[C:17]([CH3:16])[CH:18]=2)[N:5]=[C:4]([CH3:9])[N:3]=1 |f:1.2.3|. Procedure: 2.2 g (0.015 mol) of 2-amino-4-chloro-methyl-1,3,5-triazine and 4.1 g (0.03 mol) of K2CO3 are introduced into 50 ml of acetonitrile. 2.5 g (0.015 mol) of 3-(3-methylphenyl)-1-cyclobutyl-1-propylamine, dissolved in 20 ml of acetonitrile, are added dropwise to this solution. The mixture is then refluxed for 3 hours. The solid constituents are subsequently filtered off with suction and the filtrate is evaporated on a rotary evaporator. The residue is purified by means of column chromatography (elua...